Dataset: the Open Reaction Database (ORD), a public repository of structured organic reaction records. Task: describe an organic reaction: reactants, conditions, products, and yield Reactants: O (water), CCOCC (ether), C[Si](C)(C)Cl (TMSCl), C(C1=CC=CC=C1)N1C([C@@H](NC12CCN(CC2)C(C2=C(C(=CC=C2)F)F)=O)CC2=CC=CC=C2)=O (1,3-(S)-dibenzyl-8-(2,3-difluorobenzoyl)-1,4,8-triazaspiro[4,5]decan-2-one). The solvent is CC(=O)CC (ethyl methyl ketone). Conditions: time 8 hour. Product: Cl.C(C1=CC=CC=C1)N1C([C@@H](NC12CCN(CC2)C(C2=C(C(=CC=C2)F)F)=O)CC2=CC=CC=C2)=O (1,3-(S)-dibenzyl-8-(2,3-difluorobenzoyl)-1,4,8-triazaspiro[4,5]decan-2-one hydrochloride). RXN SMILES: [CH2:1]([N:8]1[C:12]2([CH2:17][CH2:16][N:15]([C:18](=[O:27])[C:19]3[CH:24]=[CH:23][CH:22]=[C:21]([F:25])[C:20]=3[F:26])[CH2:14][CH2:13]2)[NH:11][C@@H:10]([CH2:28][C:29]2[CH:34]=[CH:33][CH:32]=[CH:31][CH:30]=2)[C:9]1=[O:35])[C:2]1[CH:7]=[CH:6][CH:5]=[CH:4][CH:3]=1.O.CCOCC.C[Si]([Cl:46])(C)C>CC(CC)=O>[ClH:46].[CH2:1]([N:8]1[C:12]2([CH2:17][CH2:16][N:15]([C:18](=[O:27])[C:19]3[CH:24]=[CH:23][CH:22]=[C:21]([F:25])[C:20]=3[F:26])[CH2:14][CH2:13]2)[NH:11][C@@H:10]([CH2:28][C:29]2[CH:30]=[CH:31][CH:32]=[CH:33][CH:34]=2)[C:9]1=[O:35])[C:2]1[CH:7]=[CH:6][CH:5]=[CH:4][CH:3]=1 |f:5.6|. Reported procedure: 1,3-(S)-dibenzyl-8-(2,3-difluorobenzoyl)-1,4,8-triazaspiro[4,5]decan-2-one (370 mg, 0.8 mmol) was dissolved in ethyl methyl ketone (2.9 mL), water (8 μL), ether (30 mL) and TMSCl (108 μL) were added and the mixture was stirred overnight. The solid matter was isolated by filtration, washed with ether, and dried in vacuo. The product 1,3-(S)-dibenzyl-8-(2,3-difluorobenzoyl)-1,4,8-triazaspiro[4,5]decan-2-one hydrochloride was obtained in a yield of 317 mg (80%). Reactants: C1(=CC=C(C=C1)S(=O)(=O)O)C (p-toluenesulfonic acid), C(=O)(O)C1=CC=C(C=O)C=C1 (4-carboxybenzaldehyde), C1(=CC=CC=C1)S(=O)(=O)N (benzenesulfonamide), C1(=CC=CC=C1)C (toluene). Run in O (water), O (water). The product is C1(=CC=CC=C1)S(=O)(=O)N=C=C1CC=C(C(=O)O)C=C1 (4-{[(phenylsulfonyl)imino]methylidene}benzoic acid). As a reaction SMILES: [C:1]([C:4]1[CH:11]=[CH:10][C:7]([CH:8]=O)=[CH:6][CH:5]=1)([OH:3])=[O:2].[C:12]1([S:18]([NH2:21])(=[O:20])=[O:19])[CH:17]=[CH:16][CH:15]=[CH:14][CH:13]=1.C1(C)C=CC=CC=1.C1(C)C=CC(S(O)(=O)=O)=CC=1>O>[C:12]1([S:18]([N:21]=[C:8]=[C:7]2[CH:10]=[CH:11][C:4]([C:1]([OH:3])=[O:2])=[CH:5][CH2:6]2)(=[O:20])=[O:19])[CH:17]=[CH:16][CH:15]=[CH:14][CH:13]=1. Reported procedure: An equimolar mixture of 25.0 g (0.17 mol) 4-carboxybenzaldehyde and 26.7 g (0.17 mol) benzenesulfonamide was placed into toluene. 100 mg p-toluenesulfonic acid was added as a catalyst. The mixture was then heated under reflux on a water separator until the theoretically calculated quantity of water had separated. After cooling to room temperature, the precipitated solid was filtered off and dried under vacuum. Yield: 45.7 g (94.8%); 1H-NMR (400 MHz, DMSO-d6): δ [ppm]=7.59 (m, 2H); 7.78 (d, 1H); ... Starting materials: [OH-].[K+] (potassium hydroxide), Cl[O-].[Na+] (sodium hypochlorite), CC(=O)NC1=C(C(=CC=C1[N+](=O)[O-])OC1=C(C=C(C=C1)Cl)Cl)Cl (N-methylcarbonyl 2-chloro-3-(2,4-dichlorophenoxy)-6-nitroaniline), Cl (HCl), ClC1=C(N)C(=CC=C1OC1=C(C=C(C=C1)Cl)Cl)[N+](=O)[O-] (2-chloro-3-(2,4-dichlorophenoxy)-6-nitroaniline). Yields the product final product, ClC1=C(C=CC2=[N+](ON=C21)[O-])OC2=C(C=C(C=C2)Cl)Cl (4-chloro-5-(2,4-dichlorophenoxy)benzo-2,1,3-oxadiazole N-oxide). As a reaction SMILES: CC([NH:4][C:5]1[C:10]([N+:11]([O-:13])=[O:12])=[CH:9][CH:8]=[C:7]([O:14][C:15]2[CH:20]=[CH:19][C:18]([Cl:21])=[CH:17][C:16]=2[Cl:22])[C:6]=1[Cl:23])=O.Cl.ClC1C(OC2C=CC(Cl)=CC=2Cl)=CC=C([N+]([O-])=O)C=1N.[OH-].[K+].Cl[O-].[Na+]>>[Cl:23][C:6]1[C:5]2[C:10](=[N+:11]([O-:13])[O:12][N:4]=2)[CH:9]=[CH:8][C:7]=1[O:14][C:15]1[CH:20]=[CH:19][C:18]([Cl:21])=[CH:17][C:16]=1[Cl:22] |f:3.4,5.6|. Procedure: Following the procedure of Example 4, N-methylcarbonyl 2-chloro-3-(2,4-dichlorophenoxy)-6-nitroaniline is converted, by reaction with HCl, to 2-chloro-3-(2,4-dichlorophenoxy)-6-nitroaniline, which is then reacted with potassium hydroxide and sodium hypochlorite, again following Example 4 procedures, to yield the final product, 4-chloro-5-(2,4-dichlorophenoxy)benzo-2,1,3-oxadiazole N-oxide. Starting materials: [H-].[K+] (potassium hydride), C([O-])(O)=O.[Na+] (sodium bicarbonate), ClCOCC ((chloromethyl)ethyl ether), ClCC(=O)NC1=C(C=CC=C1OC)OC (alpha-chloro-N-(2,6-dimethoxyphenyl)acetamide), [H][H] (Hydrogen). Solvent: O1CCCC1 (tetrahydrofuran), CCCCC (pentane), C(C)OCC (diethyl ether), O1CCCC1 (tetrahydrofuran), CCCCC (pentane), CCCCC (pentane). Conditions: temperature 45 celsius. Product: ClCC(=O)N(C1=C(C=CC=C1OC)OC)COCC (alpha-chloro-N-(ethoxymethyl)-N-(2,6-dimethoxyphenyl)acetamide). Yield: 20.9%. As a reaction SMILES: [H-].[K+].[Cl:3][CH2:4][C:5]([NH:7][C:8]1[C:13]([O:14][CH3:15])=[CH:12][CH:11]=[CH:10][C:9]=1[O:16][CH3:17])=[O:6].[H][H].Cl[CH2:21][O:22][CH2:23][CH3:24].C(=O)(O)[O-].[Na+]>CCCCC.C(OCC)C.O1CCCC1>[Cl:3][CH2:4][C:5]([N:7]([CH2:21][O:22][CH2:23][CH3:24])[C:8]1[C:13]([O:14][CH3:15])=[CH:12][CH:11]=[CH:10][C:9]=1[O:16][CH3:17])=[O:6] |f:0.1,5.6|. Procedure details: To a mixture containing potassium hydride (2.2 g; 0.055 mole) in 50 ml. of tetrahydrofuran was added a solution of alpha-chloro-N-(2,6-dimethoxyphenyl)acetamide (11.5 g; 0.05 mole) in 250 ml. of tetrahydrofuran. Hydrogen gas evolved from the reaction mixture. To the reaction mixture was added an excess of (chloromethyl)ethyl ether (10 ml.) which caused the temperature of the reaction mixture to increase to 45° C. An excess of a sodium bicarbonate solution (100 ml.) was then added to the reaction... The solvent is CO (MeOH). The product is ClC=1C(=NC(=NC1)NC=1C=NC(=CC1)C1CCN(CC1)C)CCC1=C(C=CC=C1)C(C(=O)N)C (2-(2-(2-(5-Chloro-2-((6-(1-methylpiperidin-4-yl)pyridin-3-yl)amino)pyrimidin-4-yl)ethyl)phenyl)propanamide). The yield is 84.5%. Reaction SMILES: C=O.[Cl:3][C:4]1[C:5]([CH2:23][CH2:24][C:25]2[CH:30]=[CH:29][CH:28]=[CH:27][C:26]=2[CH:31]([CH3:35])[C:32]([NH2:34])=[O:33])=[N:6][C:7]([NH:10][C:11]2[CH:12]=[N:13][C:14]([CH:17]3[CH2:22][CH2:21][NH:20][CH2:19][CH2:18]3)=[CH:15][CH:16]=2)=[N:8][CH:9]=1.[C:36](O[BH-](OC(=O)C)OC(=O)C)(=O)C.[Na+]>CO>[Cl:3][C:4]1[C:5]([CH2:23][CH2:24][C:25]2[CH:30]=[CH:29][CH:28]=[CH:27][C:26]=2[CH:31]([CH3:35])[C:32]([NH2:34])=[O:33])=[N:6][C:7]([NH:10][C:11]2[CH:12]=[N:13][C:14]([CH:17]3[CH2:22][CH2:21][N:20]([CH3:36])[CH2:19][CH2:18]3)=[CH:15][CH:16]=2)=[N:8][CH:9]=1 |f:2.3|. Reactants: C=O (Formaldehyde), ClC=1C(=NC(=NC1)NC=1C=NC(=CC1)C1CCNCC1)CCC1=C(C=CC=C1)C(C(=O)N)C (2-(2-(2-(5-Chloro-2-((6-(piperidin-4-yl)pyridin-3-yl)amino)pyrimidin-4-yl)ethyl)phenyl)propanamide), C(C)(=O)O[BH-](OC(C)=O)OC(C)=O.[Na+] (Sodium triacetoxyborohydride). Procedure: Formaldehyde (31.2 μL, 0.419 mmol, 37 wt % in H2O) was added to a suspension of 2-(2-(2-(5-chloro-2-((6-(piperidin-4-yl)pyridin-3-yl)amino)pyrimidin-4-yl)ethyl)phenyl)propanamide 37 (39.0 mg, 0.084 mmol) in MeOH (2.0 mL) under an atmosphere of nitrogen. Sodium triacetoxyborohydride (178 mg, 0.839 mmol) was added in one portion and the reaction mixture was stirred at room temperature for 2.5 hours. The volatiles were removed in vacuo and the residue was diluted with EtOAc (10 mL) and sat. aq. NaH... Conditions: time 2.5 hour. Reactants: ClCC(=O)N1C2=C(C(NC3=C1C=CC=C3)=O)N(N=C2C)C (4-chloroacetyl-1,3-dimethyl-1,4,9,10-tetrahydropyrazolo[4,3-b][1,5]benzodiazepin-10-one), C(C)N1CCNCC1 (N-ethylpiperazine), CN1CCNCCC1 (hexahydro-1-methyl-1H-1,4-diazepine), C(C1=CC=CC=C1)N1CCNCC1 (N-benzylpiperazine), C(C)N(CCNCC)CC (N,N,N'-triethylethylenediamine), C(C)NCCN(C)C (N'-ethyl-N,N-dimethylethylenediamine), CN(CCNC)C (N,N,N'-trimethylethylenediamine), CN1CCNCC1 (N-methylpiperazine), N1CCOCC1 (morpholine), CN1CC(NCC1)C (1,3-dimethylpiperazine). Product: CN1CCN(CCC1)CC(=O)N1C2=C(C(NC3=C1C=CC=C3)=O)N(N=C2C)C (4-[(hexahydro-4-methyl-1H-1,4-diazepin-1-yl)acetyl]-1,3-dimethyl-1,4,9,10-tetrahydropyrazolo[4,3-b][1,5]benzodiazepin-10-one). Reaction SMILES: Cl[CH2:2][C:3]([N:5]1[C:11]2[CH:12]=[CH:13][CH:14]=[CH:15][C:10]=2[NH:9][C:8](=[O:16])[C:7]2[N:17]([CH3:21])[N:18]=[C:19]([CH3:20])[C:6]1=2)=[O:4].[CH3:22][N:23]1[CH2:28][CH2:27][NH:26][CH2:25][CH2:24]1.N1CCOC[CH2:30]1.C(N1CCNCC1)C1C=CC=CC=1.C(N1CCNCC1)C.CN1CCNC(C)C1.CN(C)CCNC.C(N(CC)CCNCC)C.C(NCCN(C)C)C.CN1CCCNCC1>>[CH3:30][N:23]1[CH2:22][CH2:24][CH2:25][N:26]([CH2:2][C:3]([N:5]2[C:11]3[CH:12]=[CH:13][CH:14]=[CH:15][C:10]=3[NH:9][C:8](=[O:16])[C:7]3[N:17]([CH3:21])[N:18]=[C:19]([CH3:20])[C:6]2=3)=[O:4])[CH2:27][CH2:28]1. Procedure: are obtained analogously by reacting 4-chloroacetyl-1,3-dimethyl-1,4,9,10-tetrahydropyrazolo[4,3-b][1,5]benzodiazepin-10-one with corresponding amounts (instead of with N-methylpiperazine) of morpholine, N-benzylpiperazine, N-ethylpiperazine, 1,3-dimethylpiperazine, N,N,N'-trimethylethylenediamine, N,N,N'-triethylethylenediamine, N'-ethyl-N,N-dimethylethylenediamine and hexahydro-1-methyl-1H-1,4-diazepine, respectively. Starting materials: [N+](=O)([O-])C1=C(C=CC(=C1)C(F)(F)F)OC=1C=C2CCC(OC2=CC1)C1=CC=CC=C1 (2-Nitro-1-(2-phenylchroman-6-yloxy)-4-trifluoromethylbenzene), C1(=CC=CC=C1)C1OC2=CC=C(C=C2CC1)OC1=C(N)C=CC=C1 (2-(2-phenylchroman-6-yloxy)-aniline). The reagents and catalysts are [Zn] (zinc). Run in C(C)(=O)O (acetic acid). Yields the product FC(C=1C=CC(=C(N)C1)OC=1C=C2CCC(OC2=CC1)C1=CC=CC=C1)(F)F (5-Trifluoromethyl-2-(2-phenylchroman-6-yloxy)-aniline). As a reaction SMILES: [N+:1]([C:4]1[CH:9]=[C:8]([C:10]([F:13])([F:12])[F:11])[CH:7]=[CH:6][C:5]=1[O:14][C:15]1[CH:16]=[C:17]2[C:22](=[CH:23][CH:24]=1)[O:21][CH:20]([C:25]1[CH:30]=[CH:29][CH:28]=[CH:27][CH:26]=1)[CH2:19][CH2:18]2)([O-])=O.C1(C2CCC3C(=CC=C(OC4C=CC=CC=4N)C=3)O2)C=CC=CC=1>C(O)(=O)C.[Zn]>[F:13][C:10]([F:11])([F:12])[C:8]1[CH:7]=[CH:6][C:5]([O:14][C:15]2[CH:16]=[C:17]3[C:22](=[CH:23][CH:24]=2)[O:21][CH:20]([C:25]2[CH:26]=[CH:27][CH:28]=[CH:29][CH:30]=2)[CH2:19][CH2:18]3)=[C:4]([CH:9]=1)[NH2:1]. Procedure: 2-Nitro-1-(2-phenylchroman-6-yloxy)-4-trifluoromethylbenzene (0.311 g) was reduced in 25 ml of glacial acetic acid with zinc (1.48 g) as described for 2-(2-phenylchroman-6-yloxy)-aniline in Example 29. Product was purified by column chromatography (CH2Cl2:n-heptane/70:30 as the eluant). 1H-NMR (300 MHz; d6-DMSO): δ 7.48-7.28 (m, 5H), 7.06 (d, 1H, J=2.2 Hz), 6.86 (dd, 1H, J=7.8 Hz, J=1.5 Hz), 6.85-6.56 (m, 3H), 6.72 (d, 1H, J=8.4 Hz), 5.40 (s, 2H), 5.10 (dd, 1H, J=10.0 Hz; J=2.3 Hz), 3.04-2.87 (m...